Dataset: the Open Reaction Database (ORD), a public repository of structured organic reaction records. Task: describe an organic reaction: reactants, conditions, products, and yield The reactants are ClCCl, [Na+], [OH-], O=S(=O)(Cl)c1ccccc1, O=C1NCc2c[nH]c3cccc1c23. The product is O=C1NCc2cn(S(=O)(=O)c3ccccc3)c3cccc1c23. As a reaction SMILES: [Cl:26][CH2:27][Cl:28].[Na+:12].[OH-:11].[c:1]1([S:7](=[O:8])(=[O:9])[Cl:10])[cH:2][cH:3][cH:4][cH:5][cH:6]1.[nH:13]1[cH:14][c:15]2[c:24]3[c:19]([cH:20][cH:21][cH:22][c:23]13)[C:18](=[O:25])[NH:17][CH2:16]2>>[c:1]1([S:7](=[O:8])(=[O:9])[n:13]2[cH:14][c:15]3[c:24]4[c:19]([cH:20][cH:21][cH:22][c:23]24)[C:18](=[O:25])[NH:17][CH2:16]3)[cH:2][cH:3][cH:4][cH:5][cH:6]1. Starting materials: COc1ccc([N+](=O)[O-])cc1OCc1ccccc1, CO, N, [Na+], [Na+], O=S([O-])S(=O)[O-]. The product is COc1ccc(N)cc1OCc1ccccc1. As a reaction SMILES: [CH2:9]([c:10]1[cH:11][cH:12][cH:13][cH:14][cH:15]1)[O:16][c:17]1[c:18]([O:26][CH3:27])[cH:19][cH:20][c:21]([N+:23]([O-:24])=[O:25])[cH:22]1.[CH3:29][OH:30].[NH3:28].[Na+:7].[Na+:8].[S:1]([S:2]([O-:3])=[O:4])([O-:5])=[O:6]>>[CH2:9]([c:10]1[cH:11][cH:12][cH:13][cH:14][cH:15]1)[O:16][c:17]1[c:18]([O:26][CH3:27])[cH:19][cH:20][c:21]([NH2:23])[cH:22]1.